From a dataset of the Open Reaction Database (ORD), a public repository of structured organic reaction records. describe an organic reaction: reactants, conditions, products, and yield The reactants are C(C)OC([C@H](CCCN(C)CC1=CC=C(C=C1)CN(CC=1N(C=CN1)C)CC=1NC=CN1)N(CCC)CCC)=O ((2S)-dipropylamino-5-[(4-{[(1H-imidazol-2-ylmethyl)-(1-methyl-1H-imidazol-2-ylmethyl)-amino]-methyl}-benzyl)-methyl-amino]-pentanoic acid ethyl ester). Run in Cl (hydrochloric acid). Reaction conditions: temperature 100 celsius, time 5 hour. Product: C(CC)N(CCC)[C@H](C(=O)O)CCCN(C)CC1=CC=C(C=C1)CN(CC=1N(C=CN1)C)CC=1NC=CN1 ((2S)-dipropylamino-5-[(4-{[(1H-imidazol-2-ylmethyl)-(1-methyl-1H-imidazol-2-ylmethyl)-amino]-methyl}-benzyl)-methyl-amino]-pentanoic acid). The yield is 104.7%. Reaction SMILES: C([O:3][C:4](=[O:40])[C@@H:5]([N:33]([CH2:37][CH2:38][CH3:39])[CH2:34][CH2:35][CH3:36])[CH2:6][CH2:7][CH2:8][N:9]([CH2:11][C:12]1[CH:17]=[CH:16][C:15]([CH2:18][N:19]([CH2:27][C:28]2[NH:29][CH:30]=[CH:31][N:32]=2)[CH2:20][C:21]2[N:22]([CH3:26])[CH:23]=[CH:24][N:25]=2)=[CH:14][CH:13]=1)[CH3:10])C>Cl>[CH2:34]([N:33]([C@@H:5]([CH2:6][CH2:7][CH2:8][N:9]([CH2:11][C:12]1[CH:13]=[CH:14][C:15]([CH2:18][N:19]([CH2:27][C:28]2[NH:29][CH:30]=[CH:31][N:32]=2)[CH2:20][C:21]2[N:22]([CH3:26])[CH:23]=[CH:24][N:25]=2)=[CH:16][CH:17]=1)[CH3:10])[C:4]([OH:40])=[O:3])[CH2:37][CH2:38][CH3:39])[CH2:35][CH3:36]. Reported procedure: The compound (33.0 mg) obtained in Example 94-2 was dissolved in concentrated hydrochloric acid (1.0 ml) and the whole was stirred at 100° C. for 5 hours. After completion of the reaction, the solvent was distilled off under reduced pressure and the residue was dried under vacuum, thereby obtaining a hydrochloride (32.8 mg) of the subject compound as a white solid. Reactants: Cl.BrC1=CC=C(C=C1)NN (4-bromophenylhydrazin hydrochloride), C(C)(=O)O (acetic acid), N1=CC(=CC=C1)CCC=O (3-pyridin-propionaldehyde). The solvent is C(C)O (ethanol). The product is BrC=1C=C2C(=CNC2=CC1)CC=1C=NC=CC1 (5-Bromo-3-(pyridin-3-ylmethyl)-1H-indole). As a reaction SMILES: [N:1]1[CH:6]=[CH:5][CH:4]=[C:3]([CH2:7][CH2:8][CH:9]=O)[CH:2]=1.Cl.[Br:12][C:13]1[CH:18]=[CH:17][C:16]([NH:19]N)=[CH:15][CH:14]=1.C(O)(=O)C>C(O)C>[Br:12][C:13]1[CH:14]=[C:15]2[C:16](=[CH:17][CH:18]=1)[NH:19][CH:9]=[C:8]2[CH2:7][C:3]1[CH:2]=[N:1][CH:6]=[CH:5][CH:4]=1 |f:1.2|. Reported procedure: A mixture of 3-pyridin-propionaldehyde (1 g; 0.0074 mol) and of 4-bromophenylhydrazin hydrochloride (1.8 g; 0.0074 mol) with acetic acid (4.44 ml) in absolute ethanol (50 ml) was refluxed for 3 hours. The reaction was then quenched with a saturated solution of aqueous sodium carbonate and the product was extracted with ethyl acetate. The organic extract was dried (MGSO4) and evaporated under vacuum. After purification by Flash Chromatography on silica gel using as eluent methylene chloride/metha... Starting materials: Brc1ccc2oc(Cc3ccccc3)cc2c1, C1COCCO1, O=Cc1ccc(B(O)O)c(F)c1, [Na+], [Na+], O=C([O-])[O-], O, [Pd], c1ccc(P(c2ccccc2)c2ccccc2)cc1, c1ccc(P(c2ccccc2)c2ccccc2)cc1, c1ccc(P(c2ccccc2)c2ccccc2)cc1, c1ccc(P(c2ccccc2)c2ccccc2)cc1. The product is O=Cc1ccc(-c2ccc3oc(Cc4ccccc4)cc3c2)c(F)c1. RXN SMILES: [CH2:13]([c:14]1[cH:15][cH:16][cH:17][cH:18][cH:19]1)[c:20]1[o:21][c:22]2[c:23]([cH:24]1)[cH:25][c:26]([Br:29])[cH:27][cH:28]2.[CH2:36]1[O:37][CH2:38][CH2:39][O:40][CH2:41]1.[F:1][c:2]1[c:3]([B:10]([OH:11])[OH:12])[cH:4][cH:5][c:6]([CH:8]=[O:9])[cH:7]1.[Na+:30].[Na+:31].[O-:32][C:33](=[O:34])[O-:35].[OH2:42].[Pd:43].[c:101]1([P:102]([c:103]2[cH:104][cH:105][cH:106][cH:107][cH:108]2)[c:109]2[cH:110][cH:111][cH:112][cH:113][cH:114]2)[cH:115][cH:116][cH:117][cH:118][cH:119]1.[c:44]1([P:45]([c:46]2[cH:47][cH:48][cH:49][cH:50][cH:51]2)[c:52]2[cH:53][cH:54][cH:55][cH:56][cH:57]2)[cH:58][cH:59][cH:60][cH:61][cH:62]1.[c:63]1([P:64]([c:65]2[cH:66][cH:67][cH:68][cH:69][cH:70]2)[c:71]2[cH:72][cH:73][cH:74][cH:75][cH:76]2)[cH:77][cH:78][cH:79][cH:80][cH:81]1.[c:82]1([P:83]([c:84]2[cH:85][cH:86][cH:87][cH:88][cH:89]2)[c:90]2[cH:91][cH:92][cH:93][cH:94][cH:95]2)[cH:96][cH:97][cH:98][cH:99][cH:100]1>>[F:1][c:2]1[c:3](-[c:26]2[cH:25][c:23]3[c:22]([o:21][c:20]([CH2:13][c:14]4[cH:15][cH:16][cH:17][cH:18][cH:19]4)[cH:24]3)[cH:28][cH:27]2)[cH:4][cH:5][c:6]([CH:8]=[O:9])[cH:7]1. Starting materials: C=C1C2CCC(C(=O)O)C23CCC(C3)C1(C)C, CCO, O=CO, O. Yields the product CC1=C2CCC(C(=O)O)C23CCC(C3)C1(C)C. RXN SMILES: [CH3:1][C:2]1([CH3:17])[C:3](=[CH2:16])[CH:4]2[CH2:5][CH2:6][CH:7]([C:13](=[O:14])[OH:15])[C:8]23[CH2:9][CH2:10][CH:11]1[CH2:12]3.[CH3:21][CH2:22][OH:23].[CH:18]([OH:19])=[O:20].[OH2:24]>>[CH3:1][C:2]1([CH3:17])[C:3]([CH3:16])=[C:4]2[CH2:5][CH2:6][CH:7]([C:13](=[O:14])[OH:15])[C:8]23[CH2:9][CH2:10][CH:11]1[CH2:12]3. RXN SMILES: [CH3:25][S:26](=[O:27])(=[O:28])[Cl:29].[CH:30]([N:31]([CH2:32][CH3:33])[CH:34]([CH3:35])[CH3:36])([CH3:37])[CH3:38].[Cl:1][c:2]1[cH:3][cH:4][c:5]([C:8](=[O:9])[NH:10][c:11]2[cH:12][cH:13][c:14]3[c:15]([cH:24]2)[C:16]([CH3:23])=[C:17]([CH2:21][OH:22])[CH2:18][CH2:19][CH2:20]3)[n:6][cH:7]1.[Cl:39][CH2:40][Cl:41]>>[Cl:1][c:2]1[cH:3][cH:4][c:5]([C:8](=[O:9])[NH:10][c:11]2[cH:12][cH:13][c:14]3[c:15]([cH:24]2)[C:16]([CH3:23])=[C:17]([CH2:21][Cl:29])[CH2:18][CH2:19][CH2:20]3)[n:6][cH:7]1. Reactants: CS(=O)(=O)Cl, CCN(C(C)C)C(C)C, CC1=C(CO)CCCc2ccc(NC(=O)c3ccc(Cl)cn3)cc21, ClCCl. The product is CC1=C(CCl)CCCc2ccc(NC(=O)c3ccc(Cl)cn3)cc21. Reactants: C(C1=CC=CC=C1)O[C@@H]1[C@H]2O[C@@H]([C@H]([C@@H]1OC)OC1=CC=C(C=C1)OC)CO2 (1,6-Anhydro-2-O-benzyl-4-O-p-methoxyphenyl-3-O-methyl-β-D-mannopyranose), [N+](=O)([O-])[O-].[Ce].[NH4+] (ammonium cerium nitrate). Run in ClCCl (dichloromethane), C1CCOC1.O (THF water). Reaction conditions: time 30 minute. The product is C(C1=CC=CC=C1)O[C@@H]1[C@H]2O[C@@H]([C@H]([C@@H]1OC)O)CO2 (1,6-Anhydro-2-O-benzyl-3-O-methyl-β-D-mannopyranose). The yield is 72.0%. Reaction SMILES: [CH2:1]([O:8][C@H:9]1[C@@H:14]([O:15][CH3:16])[C@H:13]([O:17]C2C=CC(OC)=CC=2)[C@H:12]2[CH2:26][O:27][C@@H:10]1[O:11]2)[C:2]1[CH:7]=[CH:6][CH:5]=[CH:4][CH:3]=1.[N+]([O-])([O-])=O.[Ce].[NH4+]>C1COCC1.O.ClCCl>[CH2:1]([O:8][C@H:9]1[C@@H:14]([O:15][CH3:16])[C@H:13]([OH:17])[C@H:12]2[CH2:26][O:27][C@@H:10]1[O:11]2)[C:2]1[CH:3]=[CH:4][CH:5]=[CH:6][CH:7]=1 |f:1.2.3,4.5|. Procedure details: The above crude compound 92 is dissolved in a THF/water mixture (311 ml, 17/1) and ammonium cerium nitrate (76 g, 138 mmol) is then added at 0° C. After stirring for 30 minutes, the reaction mixture is diluted with dichloromethane (1 l) and then washed with aqueous 2% sodium hydrogen carbonate solution, and then with water. After drying, filtration and concentration, the residue is purified on silica to give compound 93 (6.63 g, 72% over two steps).